This data is from the Open Reaction Database (ORD), a public repository of structured organic reaction records. The task is: describe an organic reaction: reactants, conditions, products, and yield The reactants are CNC1=C(C=C(OC2=CC(=NC=C2)NC(CCl)=O)C=C1)[N+](=O)[O-] (N-(4-(4-(methylamino)-3-nitrophenoxy)pyridin-2-yl)-2-chloroacetamide), C(C)N1CCNCC1 (1-ethylpiperazine), C([O-])([O-])=O.[K+].[K+] (potassium carbonate). Solvent: CN(C=O)C (dimethylformamide). The product is CNC1=C(C=C(OC2=CC(=NC=C2)NC(CN2CCN(CC2)CC)=O)C=C1)[N+](=O)[O-] (N-(4-(4-(methylamino)-3-nitrophenoxy)pyridin-2-yl)-2-(4-ethylpiperazin-1-yl)acetamide). RXN SMILES: [CH3:1][NH:2][C:3]1[CH:20]=[CH:19][C:6]([O:7][C:8]2[CH:13]=[CH:12][N:11]=[C:10]([NH:14][C:15](=[O:18])[CH2:16]Cl)[CH:9]=2)=[CH:5][C:4]=1[N+:21]([O-:23])=[O:22].[CH2:24]([N:26]1[CH2:31][CH2:30][NH:29][CH2:28][CH2:27]1)[CH3:25].C(=O)([O-])[O-].[K+].[K+]>CN(C)C=O>[CH3:1][NH:2][C:3]1[CH:20]=[CH:19][C:6]([O:7][C:8]2[CH:13]=[CH:12][N:11]=[C:10]([NH:14][C:15](=[O:18])[CH2:16][N:29]3[CH2:30][CH2:31][N:26]([CH2:24][CH3:25])[CH2:27][CH2:28]3)[CH:9]=2)=[CH:5][C:4]=1[N+:21]([O-:23])=[O:22] |f:2.3.4|. Procedure: The mixture containing N-(4-(4-(methylamino)-3-nitrophenoxy)pyridin-2-yl)-2-chloroacetamide (1 eq), 1-ethylpiperazine (3 eq), and potassium carbonate (4 eq) was stirred in dimethylformamide at 60° C. for 1 hour. The reaction mixture was then concentrated and partitioned between ethyl acetate and water. The organic layer was separated and washed with water then brine, dried over sodium sulfate and concentrated to give orange solid. Purification on silica gel with 20% methanol in methylene chlorid... Reactants: CO, COC(=O)c1ccc(Cn2cc([N+](=O)[O-])cn2)o1, N#N. Product: COC(=O)c1ccc(Cn2cc(N)cn2)o1. As a reaction SMILES: [CH3:21][OH:22].[CH3:3][O:4][C:5](=[O:6])[c:7]1[o:8][c:9]([CH2:12][n:13]2[n:14][cH:15][c:16]([N+:18]([O-:19])=[O:20])[cH:17]2)[cH:10][cH:11]1.[N:1]#[N:2]>>[CH3:3][O:4][C:5](=[O:6])[c:7]1[o:8][c:9]([CH2:12][n:13]2[n:14][cH:15][c:16]([NH2:18])[cH:17]2)[cH:10][cH:11]1.